describe an organic reaction: reactants, conditions, products, and yield From a dataset of the Open Reaction Database (ORD), a public repository of structured organic reaction records. Starting materials: CCOC(=O)C1CC1c1ccc(C(C)(C)C)nc1Cl, C1CCOC1, CO, [Na+], [OH-]. The product is CC(C)(C)c1ccc(C2CC2C(=O)O)c(Cl)n1. RXN SMILES: [C:6]([CH3:7])([CH3:8])([CH3:9])[c:10]1[cH:11][cH:12][c:13]([CH:17]2[CH:18]([C:20](=[O:21])[O:22][CH2:23][CH3:24])[CH2:19]2)[c:14]([Cl:16])[n:15]1.[CH2:1]1[O:2][CH2:3][CH2:4][CH2:5]1.[CH3:27][OH:28].[Na+:26].[OH-:25]>>[C:6]([CH3:7])([CH3:8])([CH3:9])[c:10]1[cH:11][cH:12][c:13]([CH:17]2[CH:18]([C:20](=[O:21])[OH:22])[CH2:19]2)[c:14]([Cl:16])[n:15]1. The reactants are CCS(=O)(=O)CCCl, C1CCNCC1, [Na+], [OH-]. Product: CCS(=O)(=O)CCN1CCCCC1. As a reaction SMILES: [CH2:1]([CH3:2])[S:3](=[O:4])(=[O:5])[CH2:6][CH2:7][Cl:8].[CH2:9]1[CH2:10][CH2:11][NH:12][CH2:13][CH2:14]1.[Na+:16].[OH-:15]>>[CH2:1]([CH3:2])[S:3](=[O:4])(=[O:5])[CH2:6][CH2:7][N:12]1[CH2:11][CH2:10][CH2:9][CH2:14][CH2:13]1. Starting materials: COC(=O)Cn1c(C)cc2cc(F)ccc21, ClCCl, O=Cc1ncsc1S(=O)(=O)c1ccccc1. Product: COC(=O)Cn1c(C)c(Cc2ncsc2S(=O)(=O)c2ccccc2)c2cc(F)ccc21. RXN SMILES: [CH3:1][O:2][C:3]([CH2:4][n:5]1[c:6]([CH3:15])[cH:7][c:8]2[cH:9][c:10]([F:14])[cH:11][cH:12][c:13]12)=[O:16].[Cl:33][CH2:34][Cl:35].[c:17]1([S:23](=[O:24])(=[O:25])[c:26]2[c:27]([CH:31]=[O:32])[n:28][cH:29][s:30]2)[cH:18][cH:19][cH:20][cH:21][cH:22]1>>[CH3:1][O:2][C:3]([CH2:4][n:5]1[c:6]([CH3:15])[c:7]([CH2:31][c:27]2[c:26]([S:23]([c:17]3[cH:18][cH:19][cH:20][cH:21][cH:22]3)(=[O:24])=[O:25])[s:30][cH:29][n:28]2)[c:8]2[cH:9][c:10]([F:14])[cH:11][cH:12][c:13]12)=[O:16].